From a dataset of the Open Reaction Database (ORD), a public repository of structured organic reaction records. describe an organic reaction: reactants, conditions, products, and yield Reactants: C(C1=CC=CC=C1)OC(=O)N1OC(C(C1)=O)CCCCO (N-benzyloxycarbonyl-5-(4-hydroxybutyl)-4-oxo-isoxazole), CC1=C(C=CC=C1)N=C=O (2-methylphenyl isocyanate), CC1=C(C=CC=C1)N=C=O (2-methylphenyl isocyanate). The reagents and catalysts are N1=CC=CC=C1 (pyridine). Run in C1(=CC=CC=C1)C (toluene), C(C)(=O)OCC (ethyl acetate). Reaction conditions: temperature 80 celsius, time 1.5 hour. The product is C(C1=CC=CC=C1)OC(=O)N1OC(C(C1)=O)CCCCOC(NC1=C(C=CC=C1)C)=O (N-Benzyloxycarbonyl-5-(4-(2-methylphenyl)carbamoyloxybutyl)-4-oxo-isoxazole). The yield is 97.0%. Reaction SMILES: [CH2:1]([O:8][C:9]([N:11]1[CH2:15][C:14](=[O:16])[CH:13]([CH2:17][CH2:18][CH2:19][CH2:20][OH:21])[O:12]1)=[O:10])[C:2]1[CH:7]=[CH:6][CH:5]=[CH:4][CH:3]=1.[CH3:22][C:23]1[CH:28]=[CH:27][CH:26]=[CH:25][C:24]=1[N:29]=[C:30]=[O:31]>C1(C)C=CC=CC=1.N1C=CC=CC=1.C(OCC)(=O)C>[CH2:1]([O:8][C:9]([N:11]1[CH2:15][C:14](=[O:16])[CH:13]([CH2:17][CH2:18][CH2:19][CH2:20][O:21][C:30](=[O:31])[NH:29][C:24]2[CH:25]=[CH:26][CH:27]=[CH:28][C:23]=2[CH3:22])[O:12]1)=[O:10])[C:2]1[CH:7]=[CH:6][CH:5]=[CH:4][CH:3]=1. Reported procedure: To a solution of N-benzyloxycarbonyl-5-(4-hydroxybutyl)-4-oxo-isoxazole (170 mg, 0.58 mmol) in dry toluene was added 2-methylphenyl isocyanate (76 μL, 0.61 mmol). The reaction mixture was heated at approximately 80° C. under nitrogen for 0.5 hour. One drop of pyridine was added and heating was continued for an additional 1.5 hours. A second portion (25 μL) of 2-methylphenyl isocyanate was added and the reaction mixture was heated for another 2 hours. The reaction mixture was then allowed to cool... Starting materials: C(c1ccc(cc1)S(F)(F)(F)(F)F)=O, CC1=CN=C(C=C1)N, [C-]#[N+]C1CCCCC1. Reagents/catalysts: O=C(O)C(F)(F)F (trifluoroacetic acid). Solvent: CC(C)O (isopropyl alcohol), CC(C)O (isopropylalcohol). Run at temperature 22 celsius, time 20 hour. The product is Cc1ccc2nc(c3ccc(cc3)S(F)(F)(F)(F)F)c(NC3CCCCC3)n2c1. The yield is 38.5%. Reaction SMILES: CC1=CC=C(N)N=C1.[C-]#[N+]C1CCCCC1.FS(F)(F)(F)(F)C1=CC=C(C=O)C=C1>>CC1=CN2C(C=C1)=NC(=C2NC1CCCCC1)C1=CC=C(C=C1)S(F)(F)(F)(F)F.